This data is from the Open Reaction Database (ORD), a public repository of structured organic reaction records. The task is: describe an organic reaction: reactants, conditions, products, and yield The reactants are C1(=CC=CC=C1)[Si](Cl)(Cl)C1=CC=CC=C1 (diphenyldichlorosilane), Cl[SiH2]Cl (dichlorosilane). The solvent is Cl (hydrogen chloride). Conditions: temperature 70 celsius. Product: C1(=CC=CC=C1)[Si](Cl)(Cl)Cl (phenyltrichlorosilane). Yield: 279.6%. As a reaction SMILES: C1([Si:7]([C:10]2[CH:15]=[CH:14][CH:13]=[CH:12][CH:11]=2)([Cl:9])[Cl:8])C=CC=CC=1.[Cl:16][SiH2]Cl>Cl>[C:10]1([Si:7]([Cl:8])([Cl:9])[Cl:16])[CH:11]=[CH:12][CH:13]=[CH:14][CH:15]=1. Procedure: 380 g of diphenyldichlorosilane (in which 0.7 g of hydrogen chloride has been dissolved beforehand by bubbling in the gas) and 22.5 g of aluminium chloride are introduced into the flask. 80 cm3 of trichlorosilane are run in, the mixture is heated to 70°C and then 477 g of trichlorosilane are introduced gradually over the course of 7 hours 30 minutes, whilst distilling the resulting dichlorosilane as it is formed. A distillate weighing 79 g, containing 60.8 g of dichlorosilane, is obtained. 356 g... The reactants are phenol-formaldehyde resin, Resin 5L, C=O (formaldehyde), C1(O)=CC(O)=CC=C1 (resorcinol). Product: C=O.C1(=CC=CC=C1)O (Phenol-formaldehyde). Reaction SMILES: C=O.[C:3]1([CH:10]=[CH:9][CH:8]=[C:6](O)[CH:5]=1)[OH:4]>>[CH2:3]=[O:4].[C:3]1([OH:4])[CH:10]=[CH:9][CH:8]=[CH:6][CH:5]=1 |f:2.3|. Procedure details: The liquid phenol-formaldehyde resin (Resin 5L) was first treated with formaldehyde scavengers, then mixed with resorcinol, and spray-dried into powder resin. The reactants are C(C)=O (acetaldehyde), Grignard reagent, ClC1=C(C=CC(=C1)Br)C1=CC=CC=C1 (2-chloro-4-bromobiphenyl), [Mg] (magnesium), [Cl-].[NH4+] (ammonium chloride). Run in O1CCCC1 (tetrahydrofuran), O1CCCC1 (tetrahydrofuran), O (water). Reaction conditions: time 8 hour. Yields the product 2-Chloro-4-biphenylmagnesium bromide, CC(C1=CC(=C(C=C1)C1=CC=CC=C1)Cl)O (α-methyl-3-chloro-4-phenylbenzyl alcohol). Yield: 61.6%. As a reaction SMILES: [Cl:1][C:2]1[CH:7]=[C:6](Br)[CH:5]=[CH:4][C:3]=1[C:9]1[CH:14]=[CH:13][CH:12]=[CH:11][CH:10]=1.[Mg].[CH:16](=[O:18])[CH3:17].[Cl-].[NH4+]>O1CCCC1.O>[CH3:17][CH:16]([OH:18])[C:6]1[CH:5]=[CH:4][C:3]([C:9]2[CH:14]=[CH:13][CH:12]=[CH:11][CH:10]=2)=[C:2]([Cl:1])[CH:7]=1 |f:3.4|. Procedure: 2-Chloro-4-biphenylmagnesium bromide was prepared by known methods from 53.4 g of 2-chloro-4-bromobiphenyl and 5.0 g of magnesium turnings in tetrahydrofuran. A solution of 9.2 g of acetaldehyde in 100 ml of tetrahydrofuran was added dropwise to the cooled Grignard reagent solution. The reaction mixture was stirred at room temperature overnight. The reaction mixture then was cooled, treated successively with 165 ml of saturated aqueous ammonium chloride and 100 ml of water, and poured onto ice. ... The reactants are CC(C)(C)OC(=O)N1CCNCC1, O=C([O-])[O-], O=C(CBr)c1ccc(F)cc1OCc1ccccc1, [K+], [K+], CN(C)C=O. Product: CC(C)(C)OC(=O)N1CCN(CC(=O)c2ccc(F)cc2OCc2ccccc2)CC1. Reaction SMILES: [C:1]([CH3:2])([CH3:3])([CH3:4])[O:5][C:6](=[O:7])[N:8]1[CH2:9][CH2:10][NH:11][CH2:12][CH2:13]1.[C:33](=[O:34])([O-:35])[O-:36].[CH2:14]([c:15]1[cH:16][cH:17][cH:18][cH:19][cH:20]1)[O:21][c:22]1[c:23]([C:29]([CH2:30][Br:31])=[O:32])[cH:24][cH:25][c:26]([F:28])[cH:27]1.[K+:37].[K+:38].[O:39]=[CH:40][N:41]([CH3:42])[CH3:43]>>[C:1]([CH3:2])([CH3:3])([CH3:4])[O:5][C:6](=[O:7])[N:8]1[CH2:9][CH2:10][N:11]([CH2:30][C:29]([c:23]2[c:22]([O:21][CH2:14][c:15]3[cH:16][cH:17][cH:18][cH:19][cH:20]3)[cH:27][c:26]([F:28])[cH:25][cH:24]2)=[O:32])[CH2:12][CH2:13]1. The reactants are C1(=CC=CC=C1)C(C)C (cumene), OCC(C)=O (hydroxy acetone), O (water), C1(=CC=CC=C1)C(C)C (cumene). Run in CC(=O)C (acetone). The product is C1(=CC=CC=C1)O (phenol), OCC(C)=O (hydroxy acetone). RXN SMILES: O.[C:2]1(C(C)C)[CH:7]=[CH:6][CH:5]=[CH:4][CH:3]=1.[OH:11][CH2:12][C:13](=[O:15])[CH3:14]>CC(C)=O>[C:2]1([OH:11])[CH:7]=[CH:6][CH:5]=[CH:4][CH:3]=1.[OH:11][CH2:12][C:13](=[O:15])[CH3:14]. Procedure details: In U.S. Pat. No. 4,251,325 (assigned to BP Chemicals), the work-up of a fraction which has been substantially freed of low boilers, water, and acetone has been optimized by operating the cumene column in such a way that a mixture comprising cumene, AMS and hydroxy acetone is taken off at the top, with this mixture being separated virtually completely from the crude phenol remaining in the bottoms and thus not having to be removed in a costly fashion during the work-up of the phenol. This process... The reactants are C(C)(=O)C1=CC(=C(C=C1)C(C#N)(C)C)C (2-(4-acetyl-2-methylphenyl)-2-methylpropanenitrile), N (ammonia), [BH4-].[Na+] (sodium borohydride), O (Water). The reagents and catalysts are CC([O-])C.[Ti+4].CC([O-])C.CC([O-])C.CC([O-])C (titanium (IV) isopropoxide). The solvent is CO (MeOH). Run at time 18 hour. Yields the product NC(C)C1=CC(=C(C=C1)C(C#N)(C)C)C (2-[4-(1-aminoethyl)-2-methylphenyl]-2-methylpropanenitrile). Yield: 75.0%. RXN SMILES: [C:1]([C:4]1[CH:9]=[CH:8][C:7]([C:10]([CH3:14])([CH3:13])[C:11]#[N:12])=[C:6]([CH3:15])[CH:5]=1)(=O)[CH3:2].[BH4-].[Na+].O.[NH3:19]>CO.CC(C)[O-].[Ti+4].CC(C)[O-].CC(C)[O-].CC(C)[O-]>[NH2:19][CH:1]([C:4]1[CH:9]=[CH:8][C:7]([C:10]([CH3:14])([CH3:13])[C:11]#[N:12])=[C:6]([CH3:15])[CH:5]=1)[CH3:2] |f:1.2,6.7.8.9.10|. Procedure details: To a stirred solution of 2-(4-acetyl-2-methylphenyl)-2-methylpropanenitrile (1.77 g, 8.80 mmol) in 7 M ammonia in MeOH (45 mL) is added freshly distilled titanium (IV) isopropoxide (5.20 mL, 17.6 mmol). The reaction mixture is left stirring 18 h at room temperature. After cooling to 0° C., sodium borohydride (500 mg, 13.2 mmol) is added and the reaction mixture stirred at 0° C. until no more gas evolved and then at room temperature 3 h. Water (25 mL) is then added and the titanium oxide removed ... Starting materials: ClC1=NC=C(C(=O)O)C=C1 (6-chloronicotinic acid), C(C)(C)(C)N (t-butylamine). The product is C(C)(C)(C)NC(=O)C=1C=NC(=CC1)Cl (N-t-Butyl-6-chloro-3-pyridinecarboxamide). As a reaction SMILES: [Cl:1][C:2]1[CH:10]=[CH:9][C:5]([C:6]([OH:8])=O)=[CH:4][N:3]=1.[C:11]([NH2:15])([CH3:14])([CH3:13])[CH3:12]>>[C:11]([NH:15][C:6]([C:5]1[CH:4]=[N:3][C:2]([Cl:1])=[CH:10][CH:9]=1)=[O:8])([CH3:14])([CH3:13])[CH3:12]. Reported procedure: The title compound was prepared by the same method as that described in Example 26, using 6-chloronicotinic acid and t-butylamine.